This data is from the Open Reaction Database (ORD), a public repository of structured organic reaction records. The task is: describe an organic reaction: reactants, conditions, products, and yield Reactants: CCCCCCCCCN1CCN(Cc2ccccc2)CC1, C1=CCCCC1, CCO, [OH-], [OH-], [Pd+2]. Product: CCCCCCCCCN1CCNCC1. Reaction SMILES: [CH2:1]([c:2]1[cH:3][cH:4][cH:5][cH:6][cH:7]1)[N:8]1[CH2:9][CH2:10][N:11]([CH2:14][CH2:15][CH2:16][CH2:17][CH2:18][CH2:19][CH2:20][CH2:21][CH3:22])[CH2:12][CH2:13]1.[CH2:23]1[CH2:24][CH:25]=[CH:26][CH2:27][CH2:28]1.[CH3:29][CH2:30][OH:31].[OH-:32].[OH-:34].[Pd+2:33]>>[NH:8]1[CH2:9][CH2:10][N:11]([CH2:14][CH2:15][CH2:16][CH2:17][CH2:18][CH2:19][CH2:20][CH2:21][CH3:22])[CH2:12][CH2:13]1.